Dataset: the Open Reaction Database (ORD), a public repository of structured organic reaction records. Task: describe an organic reaction: reactants, conditions, products, and yield The reactants are CCCCCCCC/C=C\CCCCCCCC(=O)OCC(CO)O (monoolein), C[C@H](CCC(=O)NCCS(=O)(=O)[O-])[C@H]1CC[C@@H]2[C@@]1([C@H](C[C@H]3[C@H]2[C@@H](C[C@H]4[C@@]3(CC[C@H](C4)O)C)O)O)C.[Na+] (taurocholic acid), C[C@H](CCC(=O)NCCS(=O)(=O)[O-])[C@H]1CC[C@@H]2[C@@]1([C@H](C[C@H]3[C@H]2[C@@H](C[C@H]4[C@@]3(CC[C@H](C4)O)C)O)O)C.[Na+] (taurocholic acid), C[C@H](CCC(=O)NCCS(=O)(=O)[O-])[C@H]1CC[C@@H]2[C@@]1([C@H](C[C@H]3[C@H]2[C@@H](C[C@H]4[C@@]3(CC[C@H](C4)O)C)O)O)C.[Na+] (taurocholic acid), CCCCCCCC/C=C\CCCCCCCC(=O)OCC(CO)O (monoolein), CCCCCCCC/C=C\CCCCCCCC(=O)OCC(CO)O (monoolein). The solvent is O (water), O (water). The product is CCCCCCCC/C=C\CCCCCCCC(=O)OCC(CO)O.C[C@H](CCC(=O)NCCS(=O)(=O)[O-])[C@H]1CC[C@@H]2[C@@]1([C@H](C[C@H]3[C@H]2[C@@H](C[C@H]4[C@@]3(CC[C@H](C4)O)C)O)O)C.[Na+] (Monoolein Taurocholic acid). As a reaction SMILES: [CH3:1][C@@H:2]([C@@H:14]1[C@@:18]2([CH3:35])[C@@H:19]([OH:34])[CH2:20][C@@H:21]3[C@@:26]4([CH3:32])[CH2:27][CH2:28][C@@H:29]([OH:31])[CH2:30][C@H:25]4[CH2:24][C@@H:23]([OH:33])[C@H:22]3[C@@H:17]2[CH2:16][CH2:15]1)[CH2:3][CH2:4][C:5]([NH:7][CH2:8][CH2:9][S:10]([O-:13])(=[O:12])=[O:11])=[O:6].[Na+:36].[CH3:37][CH2:38][CH2:39][CH2:40][CH2:41][CH2:42][CH2:43][CH2:44]/[CH:45]=[CH:46]\[CH2:47][CH2:48][CH2:49][CH2:50][CH2:51][CH2:52][CH2:53][C:54]([O:56][CH2:57][CH:58]([OH:61])[CH2:59][OH:60])=[O:55]>O>[CH3:37][CH2:38][CH2:39][CH2:40][CH2:41][CH2:42][CH2:43][CH2:44]/[CH:45]=[CH:46]\[CH2:47][CH2:48][CH2:49][CH2:50][CH2:51][CH2:52][CH2:53][C:54]([O:56][CH2:57][CH:58]([OH:61])[CH2:59][OH:60])=[O:55].[CH3:1][C@@H:2]([C@@H:14]1[C@@:18]2([CH3:35])[C@@H:19]([OH:34])[CH2:20][C@@H:21]3[C@@:26]4([CH3:32])[CH2:27][CH2:28][C@@H:29]([OH:31])[CH2:30][C@H:25]4[CH2:24][C@@H:23]([OH:33])[C@H:22]3[C@@H:17]2[CH2:16][CH2:15]1)[CH2:3][CH2:4][C:5]([NH:7][CH2:8][CH2:9][S:10]([O-:13])(=[O:11])=[O:12])=[O:6].[Na+:36] |f:0.1,4.5.6|. Procedure details: 1.35 g of taurocholic acid was dissolved in 15 ml of de-ionized water and the volume of the solution was increased to 60 ml by adding more deionized water. Then, 0.89 mg of monoolein was slowly added to the solution over 20 mins. using an ice bath on a sonic mixer. The final monoolein and taurocholic acid concentration was 20 mM (the molecular weight of taurocholic acid is 537.7 g and that of monoolein is 356.5 g). The mixture was stored at 10° C. Reactants: CC(C)(C)OC(=O)c1ccc(Br)cc1, CCOP(=O)(CC#N)OCC, Cc1ccccc1, [K+], [K+], [K+], O=P([O-])([O-])[O-]. The product is CCOP(=O)(OCC)C(C#N)c1ccc(C(=O)OC(C)(C)C)cc1. RXN SMILES: [Br:12][c:13]1[cH:14][cH:15][c:16]([C:17](=[O:18])[O:19][C:20]([CH3:21])([CH3:22])[CH3:23])[cH:24][cH:25]1.[C:1](#[N:2])[CH2:3][P:4]([O:5][CH2:6][CH3:7])([O:8][CH2:9][CH3:10])=[O:11].[CH3:34][c:35]1[cH:36][cH:37][cH:38][cH:39][cH:40]1.[K+:31].[K+:32].[K+:33].[P:26]([O-:27])([O-:28])([O-:29])=[O:30]>>[C:1](#[N:2])[CH:3]([P:4]([O:5][CH2:6][CH3:7])([O:8][CH2:9][CH3:10])=[O:11])[c:13]1[cH:14][cH:15][c:16]([C:17](=[O:18])[O:19][C:20]([CH3:21])([CH3:22])[CH3:23])[cH:24][cH:25]1. The reactants are ClC=1C=2N(C=CN1)C(=NC2I)C2CC(C2)(O)CO (3-(8-chloro-1-iodo-imidazo[1,5-a]pyrazin-3-yl)-1-hydroxymethyl-cyclobutanol), I(=O)(=O)(=O)[O-].[Na+] (sodium periodate). The solvent is C1CCOC1 (THF), O (water), C(C)(=O)OCC (ethyl acetate). Run at time 5 hour. Yields the product ClC=1C=2N(C=CN1)C(=NC2I)C2CC(C2)=O (3-(8-Chloro-1-iodo-imidazo[1,5-a]pyrazin-3-yl)-cyclobutanone). As a reaction SMILES: [Cl:1][C:2]1[C:3]2[N:4]([C:8]([CH:12]3[CH2:15][C:14](CO)([OH:16])[CH2:13]3)=[N:9][C:10]=2[I:11])[CH:5]=[CH:6][N:7]=1.I([O-])(=O)(=O)=O.[Na+]>C1COCC1.O.C(OCC)(=O)C>[Cl:1][C:2]1[C:3]2[N:4]([C:8]([CH:12]3[CH2:13][C:14](=[O:16])[CH2:15]3)=[N:9][C:10]=2[I:11])[CH:5]=[CH:6][N:7]=1 |f:1.2|. Procedure: A solution of 3-(8-chloro-1-iodo-imidazo[1,5-a]pyrazin-3-yl)-1-hydroxymethyl-cyclobutanol (4.08 g, 0.011 mol) in THF (120 mL) and water (40 mL) was charged with sodium periodate (2.8 g, 0.013 mol) at 0° C. The reaction warmed to rt and stirred for 5 h. The reaction mixture was diluted with ethyl acetate and then washed with brine. The organic phase was dried over Na2SO4, filtered, and concentrated in vacuo to afford the title compound as a yellow solid; 1H NMR (CDCl3, 400 MHz) δ 7.56 (1H, d, J=4... The reactants are CC(OCC1CO1)c1ccccc1Br, N#Cc1ccc(B(O)O)cc1, Cc1ccccc1, CCO, [Na+], [Na+], O=C([O-])[O-], c1ccc(P(c2ccccc2)(c2ccccc2)[Pd](P(c2ccccc2)(c2ccccc2)c2ccccc2)(P(c2ccccc2)(c2ccccc2)c2ccccc2)P(c2ccccc2)(c2ccccc2)c2ccccc2)cc1. The product is CC(OCC1CO1)c1ccccc1-c1ccc(C#N)cc1. Reaction SMILES: [Br:1][c:2]1[c:3]([CH:8]([CH3:9])[O:10][CH2:11][CH:12]2[O:13][CH2:14]2)[cH:4][cH:5][cH:6][cH:7]1.[C:21](#[N:22])[c:23]1[cH:24][cH:25][c:26]([B:29]([OH:30])[OH:31])[cH:27][cH:28]1.[CH3:32][c:33]1[cH:34][cH:35][cH:36][cH:37][cH:38]1.[CH3:39][CH2:40][OH:41].[Na+:15].[Na+:16].[O-:17][C:18](=[O:19])[O-:20].[cH:42]1[cH:43][cH:44][c:45]([P:46]([Pd:47]([P:48]([c:49]2[cH:50][cH:51][cH:52][cH:53][cH:54]2)([c:55]2[cH:56][cH:57][cH:58][cH:59][cH:60]2)[c:61]2[cH:62][cH:63][cH:64][cH:65][cH:66]2)([P:67]([c:68]2[cH:69][cH:70][cH:71][cH:72][cH:73]2)([c:74]2[cH:75][cH:76][cH:77][cH:78][cH:79]2)[c:80]2[cH:81][cH:82][cH:83][cH:84][cH:85]2)[P:86]([c:87]2[cH:88][cH:89][cH:90][cH:91][cH:92]2)([c:93]2[cH:94][cH:95][cH:96][cH:97][cH:98]2)[c:99]2[cH:100][cH:101][cH:102][cH:103][cH:104]2)([c:105]2[cH:106][cH:107][cH:108][cH:109][cH:110]2)[c:111]2[cH:112][cH:113][cH:114][cH:115][cH:116]2)[cH:117][cH:118]1>>[c:2]1(-[c:26]2[cH:25][cH:24][c:23]([C:21]#[N:22])[cH:28][cH:27]2)[c:3]([CH:8]([CH3:9])[O:10][CH2:11][CH:12]2[O:13][CH2:14]2)[cH:4][cH:5][cH:6][cH:7]1. RXN SMILES: [C:13]([CH3:14])([CH3:15])([CH3:16])[O:17][C:18](=[O:19])[NH:20][CH:21]([CH:22]([CH3:23])[CH2:24][CH3:25])[CH:26]=[O:27].[C:28]([O:29][BH-:30]([O:31][C:32](=[O:33])[CH3:34])[O:35][C:36](=[O:37])[CH3:38])(=[O:39])[CH3:40].[Cl:42][CH2:43][CH2:44][Cl:45].[Na+:41].[c:1]1([CH2:11][NH2:12])[cH:2][cH:3][cH:4][c:5]2[cH:6][cH:7][cH:8][cH:9][c:10]12>>[c:1]1([CH2:11][NH:12][CH2:26][CH:21]([NH:20][C:18]([O:17][C:13]([CH3:14])([CH3:15])[CH3:16])=[O:19])[CH:22]([CH3:23])[CH2:24][CH3:25])[cH:2][cH:3][cH:4][c:5]2[cH:6][cH:7][cH:8][cH:9][c:10]12. Reactants: CCC(C)C(C=O)NC(=O)OC(C)(C)C, CC(=O)O[BH-](OC(C)=O)OC(C)=O, ClCCCl, [Na+], NCc1cccc2ccccc12. The product is CCC(C)C(CNCc1cccc2ccccc12)NC(=O)OC(C)(C)C. The reactants are CCOC(=O)/N=N/C(=O)OCC (diethylazodicarboxylate), C1(=CC=CC=C1)P(C1=CC=CC=C1)C1=CC=CC=C1 (triphenylphosphine), C(C)(=O)O[C@@H]1[C@@]2([C@]3(C=CC(C=C3CC[C@H]2[C@@H]2CC[C@@H]([C@@]2(C)C1)O)=O)C)F ((11β,17β)-11-(acetyloxy)-9-fluoro-17-hydroxyandrosta-1,4-dien-3-one), C1(=CC=CC=C1)S (thiophenol). Run in C(Cl)(Cl)Cl (chloroform), C(C)(=O)OCC (ethyl acetate), O1CCCC1 (tetrahydrofuran), O1CCCC1 (tetrahydrofuran). Conditions: temperature 0 celsius, time 5.5 hour. Yields the product C(C)(=O)O[C@@H]1[C@@]2([C@]3(C=CC(C=C3CC[C@H]2[C@@H]2CC[C@H]([C@@]2(C)C1)SC1=CC=CC=C1)=O)C)F ((11β,17α)-11-(Acetyloxy)-9-fluoro-17-(phenylthio)androsta-1,4-dien-3-one). RXN SMILES: C1(P(C2C=CC=CC=2)C2C=CC=CC=2)C=CC=CC=1.CCOC(/N=N/C(OCC)=O)=O.[C:32]([O:35][C@H:36]1[CH2:53][C@@:51]2([CH3:52])[C@@H:47]([CH2:48][CH2:49][C@@H:50]2O)[C@H:46]2[C@@:37]1([F:57])[C@:38]1([CH3:56])[C:43]([CH2:44][CH2:45]2)=[CH:42][C:41](=[O:55])[CH:40]=[CH:39]1)(=[O:34])[CH3:33].[C:58]1([SH:64])[CH:63]=[CH:62][CH:61]=[CH:60][CH:59]=1>O1CCCC1.C(OCC)(=O)C.C(Cl)(Cl)Cl>[C:32]([O:35][C@H:36]1[CH2:53][C@@:51]2([CH3:52])[C@@H:47]([CH2:48][CH2:49][C@H:50]2[S:64][C:58]2[CH:63]=[CH:62][CH:61]=[CH:60][CH:59]=2)[C@H:46]2[C@@:37]1([F:57])[C@:38]1([CH3:56])[C:43]([CH2:44][CH2:45]2)=[CH:42][C:41](=[O:55])[CH:40]=[CH:39]1)(=[O:34])[CH3:33]. Procedure: To a magnetically stirred solution of triphenylphosphine (1.05 g) in dry tetrahydrofuran (15.0 ml) maintained at 0° C. was added diethylazodicarboxylate (0.488 ml) and the mixture was stirred at 0° C. for thirty minutes. To this stirred solution at 0° C. was added dropwise, a mixture of (11β,17β)-11-(acetyloxy)-9-fluoro-17-hydroxyandrosta-1,4-dien-3-one (362 mg, 1 mmole) and thiophenol (0.276 ml) dissolved in 5.0 ml of tetrahydrofuran. The solution was added over a ten minute period and then the... Starting materials: Clc1ncnc2ccccc12, OCCc1ccc(Cl)cc1, [H-], [Na+], CN(C)C=O, O. Product: Clc1ccc(CCOc2ncnc3ccccc23)cc1. Reaction SMILES: [Cl:13][c:14]1[n:15][cH:16][n:17][c:18]2[cH:19][cH:20][cH:21][cH:22][c:23]12.[Cl:3][c:4]1[cH:5][cH:6][c:7]([CH2:10][CH2:11][OH:12])[cH:8][cH:9]1.[H-:1].[Na+:2].[O:24]=[CH:25][N:26]([CH3:27])[CH3:28].[OH2:29]>>[Cl:3][c:4]1[cH:5][cH:6][c:7]([CH2:10][CH2:11][O:12][c:14]2[n:15][cH:16][n:17][c:18]3[cH:19][cH:20][cH:21][cH:22][c:23]23)[cH:8][cH:9]1. Reactants: CN(C)C=O, Nc1nc[nH]n1, S=C=NCc1ccccc1. Product: Nc1ncnn1C(=S)NCc1ccccc1. RXN SMILES: [CH3:17][N:18]([CH3:19])[CH:20]=[O:21].[NH2:1][c:2]1[n:3][nH:4][cH:5][n:6]1.[S:7]=[C:8]=[N:9][CH2:10][c:11]1[cH:12][cH:13][cH:14][cH:15][cH:16]1>>[NH2:1][c:2]1[n:3]([C:8](=[S:7])[NH:9][CH2:10][c:11]2[cH:12][cH:13][cH:14][cH:15][cH:16]2)[n:4][cH:5][n:6]1.